This data is from the Open Reaction Database (ORD), a public repository of structured organic reaction records. The task is: describe an organic reaction: reactants, conditions, products, and yield Reactants: CC(C)(OC(=O)NC(C(=O)OC)O)C (methyl 2-[((1,1-dimethylethoxy) carbonyl)amino]-2-hydroxyacetate), N1=CC=CC=C1 (pyridine), C(C)(=O)OC(C)=O (acetic anhydride). The reagents and catalysts are CN(C)C=1C=CN=CC1 (DMAP). Solvent: C1CCOC1 (THF), CCOC(=O)C (EtOAc). Conditions: time 3 hour. The product is C(C)(=O)OC(C(=O)OC)NC(=O)OC(C)(C)C (methyl 2-acetoxy-2-[((1,1-dimethylethoxy)carbonyl)amino]acetate). Isolated yield 97.8%. RXN SMILES: [CH3:1][C:2]([CH3:14])([O:4][C:5]([NH:7][CH:8]([OH:13])[C:9]([O:11][CH3:12])=[O:10])=[O:6])[CH3:3].N1C=CC=CC=1.[C:21](OC(=O)C)(=[O:23])[CH3:22]>CN(C1C=CN=CC=1)C.C1COCC1.CCOC(C)=O>[C:21]([O:13][CH:8]([NH:7][C:5]([O:4][C:2]([CH3:14])([CH3:1])[CH3:3])=[O:6])[C:9]([O:11][CH3:12])=[O:10])(=[O:23])[CH3:22]. Procedure: To a solution of the product of Example 1 (10.0 g, 48.8 mmol), pyridine (7.71 g, 97.6 mmol) and DMAP (300 mg, 2.5 mmol) in THF (50 ML) was added acetic anhydride (5.47 g, 53.6 mmol) slowly at room temperature. After stirring at ambient temperature for 3 hours, the reaction was diluted with EtOAc and washed successively with 1N NaHSO4 and sat'd NaHCO3. The organic phase was dried (MgSO4), filtered and concentrated under reduced pressure affording 11.8 g (98%) of product as a colorless oil. Starting materials: CC(=O)Nc1cccc(-c2cccc(Nc3ncccc3[N+](=O)[O-])c2)c1, O=C([O-])O, Cl, [Na+]. The product is Nc1cccc(-c2cccc(Nc3ncccc3[N+](=O)[O-])c2)c1. Reaction SMILES: [C:1](=[O:2])([CH3:3])[NH:4][c:5]1[cH:6][c:7](-[c:11]2[cH:12][c:13]([NH:17][c:18]3[n:19][cH:20][cH:21][cH:22][c:23]3[N+:24](=[O:25])[O-:26])[cH:14][cH:15][cH:16]2)[cH:8][cH:9][cH:10]1.[C:27](=[O:28])([OH:29])[O-:30].[ClH:32].[Na+:31]>>[NH2:4][c:5]1[cH:6][c:7](-[c:11]2[cH:12][c:13]([NH:17][c:18]3[n:19][cH:20][cH:21][cH:22][c:23]3[N+:24](=[O:25])[O-:26])[cH:14][cH:15][cH:16]2)[cH:8][cH:9][cH:10]1. Starting materials: CCOc1cc(OC)c(S(=O)(=O)Cl)cc1C(=O)O, C=[N+]=[N-], C1CCOC1. Yields the product CCOc1cc(OC)c(S(=O)(=O)Cl)cc1C(=O)OC. RXN SMILES: [Cl:1][S:2](=[O:3])(=[O:4])[c:5]1[c:6]([O:17][CH3:18])[cH:7][c:8]([O:14][CH2:15][CH3:16])[c:9]([C:10](=[O:11])[OH:12])[cH:13]1.[N+:19](=[N-:20])=[CH2:21].[O:22]1[CH2:23][CH2:24][CH2:25][CH2:26]1>>[Cl:1][S:2](=[O:3])(=[O:4])[c:5]1[c:6]([O:17][CH3:18])[cH:7][c:8]([O:14][CH2:15][CH3:16])[c:9]([C:10]([O:11][CH3:21])=[O:12])[cH:13]1. Reactants: C([O-])(O)=O.[Na+] (sodium bicarbonate), CN[C@@H](CCC(=O)O)C(=O)O (N-Methyl-L-glutamic acid), ClC(=O)OCC1=CC=CC=C1 (benzyl chloroformate). The solvent is O (water). Conditions: temperature 0 celsius, time 2 hour. Product: C(C1=CC=CC=C1)OC(=O)N([C@@H](CCC(=O)O)C(=O)O)C (N-(benzyloxycarbonyl)-N-methyl-L-glutamic acid). RXN SMILES: [CH3:1][NH:2][C@H:3]([C:9]([OH:11])=[O:10])[CH2:4][CH2:5][C:6]([OH:8])=[O:7].C(=O)(O)[O-].[Na+].Cl[C:18]([O:20][CH2:21][C:22]1[CH:27]=[CH:26][CH:25]=[CH:24][CH:23]=1)=[O:19]>O>[CH2:21]([O:20][C:18]([N:2]([CH3:1])[C@H:3]([C:9]([OH:11])=[O:10])[CH2:4][CH2:5][C:6]([OH:8])=[O:7])=[O:19])[C:22]1[CH:27]=[CH:26][CH:25]=[CH:24][CH:23]=1 |f:1.2|. Reported procedure: N-Methyl-L-glutamic acid (3.2 g) was added to water (50 ml) and the pH of the solution adjusted to 9 with solid sodium bicarbonate. The solution was cooled to 0° C. and stirred vigorously, while benzyl chloroformate (9 ml) was added dropwise over 20 min. The mixture was stirred for a further 2 h at 0° C. and an additional 2 h at room temperature, then extracted with diethyl ether (2×100 ml). The aqueous solution was then acidified to pH 3 with 5N HCl and the product isolated by extraction with e... Starting materials: O=C(O)c1ccncc1Nc1ccc(I)cc1F, CC(O)CN. As a reaction SMILES: [F:1][c:2]1[c:3]([NH:9][c:10]2[c:11]([C:12](=[O:13])[OH:14])[cH:15][cH:16][n:17][cH:18]2)[cH:4][cH:5][c:6]([I:8])[cH:7]1.[OH:19][CH:20]([CH2:21][NH2:22])[CH3:23]>>[F:1][c:2]1[c:3]([NH:9][c:10]2[c:11]([C:12](=[O:14])[NH:22][CH2:21][CH:20]([OH:19])[CH3:23])[cH:15][cH:16][n:17][cH:18]2)[cH:4][cH:5][c:6]([I:8])[cH:7]1. Yields the product CC(O)CNC(=O)c1ccncc1Nc1ccc(I)cc1F. The reactants are ClC1=NC=CC(=C1)C1=NC2=C(NC(C1)=O)C=C(C=C2)C(=O)NCC#C (4-(2-Chloropyridin-4-yl)-2-oxo-N-(prop-2-yn-1-yl)-2,3-dihydro-1H-benzo[b][1,4]diazepine-8-carboxamide), C(#N)C=1C=C(C=CC1)C1=NC2=C(NC(C1)=O)C=C(C=C2)C(NC(C)=O)=N (N-((4-(3-Cyanophenyl)-2-oxo-2,3-dihydro-1H-benzo[b][1,4]diazepin-8-yl)(imino)methyl)-acetamide), C(#N)C=1C=C(C=CC1)C1=NC2=C(NC(C1)=O)C=C(C=C2)B(O)O ((4-(3-Cyanophenyl)-2-oxo-2,3-dihydro-1H-benzo[b][1,4]diazepin-8-yl)boronic acid), C(C=C)NC(=O)C=1C=CC2=C(NC(CC(=N2)C2=CN=NC=C2)=O)C1 (N-Allyl-2-oxo-4-(pyridazin-4-yl)-2,3-dihydro-1H-benzo[b][1,4]diazepine-8-carboxamide), O=C1CC(=NC2=C(N1)C=C(C=C2)C(=O)NCCC)C2=CN=NC=C2 (2-oxo-N-propyl-4-(pyridazin-4-yl)-2,3-dihydro-1H-benzo[b][1,4]diazepine-8-carboxamide), C(#N)C=1C=C(C=CC1)C1=NC2=C(NC(C1)=O)C=C(C=C2)C(N)=N (4-(3-Cyanophenyl)-2-oxo-2,3-dihydro-1H-benzo[b][1,4]diazepine-8-carboximidamide), O=C1CC(=NC2=C(N1)C=C(C=C2)C(=O)NCCC)C2=CN=NC=C2 (2-oxo-N-propyl-4-(pyridazin-4-yl)-2,3-dihydro-1H-benzo[b][1,4]diazepine-8-carboxamide), C(#N)C=1C=C(C=CC1)C1=NC2=C(NC(C1)=O)C=C(C=C2)C(NC(C)=O)=N (N-((4-(3-Cyanophenyl)-2-oxo-2,3-dihydro-1H-benzo[b][1,4]diazepin-8-yl)(imino)methyl)-acetamide), C(#N)C=1C=C(C=CC1)C1=NC2=C(NC(C1)=O)C=C(C=C2)C(N)=N (4-(3-Cyanophenyl)-2-oxo-2,3-dihydro-1H-benzo[b][1,4]diazepine-8-carboximidamide), ClC1=NC=CC(=C1)C1=NC2=C(NC(C1)=O)C=C(C=C2)C(=O)NCC#C (4-(2-Chloropyridin-4-yl)-2-oxo-N-(prop-2-yn-1-yl)-2,3-dihydro-1H-benzo[b][1,4]diazepine-8-carboxamide), C(#N)C1=NC=CC(=C1)C1=NC2=C(NC(C1)=O)C=C(C=C2)C(=O)NCC#C (4-(2-Cyanopyridin-4-yl)-2-oxo-N-(prop-2-yn-1-yl)-2,3-dihydro-1H-benzo[b][1,4]diazepine-8-carboxamide), O=C1CC(=NC2=C(N1)C=C(C=C2)C(=O)N)C2=CN=NC=C2 (2-Oxo-4-(pyridazin-4-yl)-2,3-dihydro-1H-benzo[b][1,4]diazepine-8-carboxamide), O=C1CC(=NC2=C(N1)C=C(C=C2)C(=O)N)C2=CN=NC=C2 (2-Oxo-4-(pyridazin-4-yl)-2,3-dihydro-1H-benzo[b][1,4]diazepine-8-carboxamide), C(C=C)NC(=O)C=1C=CC2=C(NC(CC(=N2)C2=CN=NC=C2)=O)C1 (N-Allyl-2-oxo-4-(pyridazin-4-yl)-2,3-dihydro-1H-benzo[b][1,4]diazepine-8-carboxamide), C(#N)C1=NC=CC(=C1)C1=NC2=C(NC(C1)=O)C=C(C=C2)C(=O)NCC#C (4-(2-Cyanopyridin-4-yl)-2-oxo-N-(prop-2-yn-1-yl)-2,3-dihydro-1H-benzo[b][1,4]diazepine-8-carboxamide), C(#N)C=1C=C(C=CC1)C1=NC2=C(NC(C1)=O)C=C(C=C2)B(O)O ((4-(3-Cyanophenyl)-2-oxo-2,3-dihydro-1H-benzo[b][1,4]diazepin-8-yl)boronic acid). The product is C(#N)C1=NC=CC(=C1)C1=NC2=C(NC(C1)=O)C=C(C=C2)C(=O)NCCC (4-(2-Cyanopyridin-4-yl)-2-oxo-N-propyl-2,3-dihydro-1H-benzo[b][1,4]diazepine-8-carboxamide). Procedure details: 4-(2-Chloropyridin-4-yl)-2-oxo-N-(prop-2-yn-1-yl)-2,3-dihydro-1H-benzo[b][1,4]diazepine-8-carboxamide (Compound 69); 4-(2-Cyanopyridin-4-yl)-2-oxo-N-(prop-2-yn-1-yl)-2,3-dihydro-1H-benzo[b][1,4]diazepine-8-carboxamide (Compound 70); (4-(3-Cyanophenyl)-2-oxo-2,3-dihydro-1H-benzo[b][1,4]diazepin-8-yl)boronic acid (Compound 71); 4-(3-Cyanophenyl)-2-oxo-2,3-dihydro-1H-benzo[b][1,4]diazepine-8-carboximidamide (Compound 72); N-((4-(3-Cyanophenyl)-2-oxo-2,3-dihydro-1H-benzo[b][1,4]diazepin-8-yl)(imino)... RXN SMILES: Cl[C:2]1[CH:7]=[C:6]([C:8]2[CH2:14][C:13](=[O:15])[NH:12][C:11]3[CH:16]=[C:17]([C:20]([NH:22][CH2:23][C:24]#[CH:25])=[O:21])[CH:18]=[CH:19][C:10]=3[N:9]=2)[CH:5]=[CH:4][N:3]=1.[C:26](C1C=C(C2CC(=O)NC3C=C(C(NCC#C)=O)C=CC=3N=2)C=CN=1)#[N:27].C(C1C=C(C2CC(=O)NC3C=C(B(O)O)C=CC=3N=2)C=CC=1)#N.C(C1C=C(C2CC(=O)NC3C=C(C(=N)N)C=CC=3N=2)C=CC=1)#N.C(C1C=C(C2CC(=O)NC3C=C(C(=N)NC(=O)C)C=CC=3N=2)C=CC=1)#N.O=C1NC2C=C(C(N)=O)C=CC=2N=C(C2C=CN=NC=2)C1.O=C1NC2C=C(C(NCCC)=O)C=CC=2N=C(C2C=CN=NC=2)C1.C(NC(C1C=CC2N=C(C3C=CN=NC=3)CC(=O)NC=2C=1)=O)C=C>>[C:26]([C:2]1[CH:7]=[C:6]([C:8]2[CH2:14][C:13](=[O:15])[NH:12][C:11]3[CH:16]=[C:17]([C:20]([NH:22][CH2:23][CH2:24][CH3:25])=[O:21])[CH:18]=[CH:19][C:10]=3[N:9]=2)[CH:5]=[CH:4][N:3]=1)#[N:27]. The reactants are IC=1C=C(C=CC1)N1N(C=2C3(CCC(C2C1=O)C3(C)C)C)C (2-(3-iodo-phenyl)-1,7,8,8-tetramethyl-1,2,4,5,6,7-hexahydro-4,7-methano-indazol-3-one), ClC1=C(C=CC=C1)B(O)O (2-chloro-phenyl-boronic acid), C([O-])([O-])=O.[K+].[K+] (potassium carbonate). The reagents and catalysts are C1=CC=C(C=C1)P([C-]2C=CC=C2)C3=CC=CC=C3.C1=CC=C(C=C1)P([C-]2C=CC=C2)C3=CC=CC=C3.Cl[Pd]Cl.[Fe+2] ([1,1′-bis(diphenylphosphino)ferrocene]dichloropalladium(II)). The solvent is ClCCl (dichloromethane), C(OC)COC (dimethoxyethane). Product: ClC1=C(C=CC=C1)C1=CC(=CC=C1)N1N(C=2[C@@]3(CC[C@H](C2C1=O)C3(C)C)C)C ((4S,7R)-2-(2′-chloro-biphenyl-3-yl)-1,7,8,8-tetramethyl-1,2,4,5,6,7-hexahydro-4,7-methano-indazol-3-one). Yield: 29.3%. RXN SMILES: I[C:2]1[CH:3]=[C:4]([N:8]2[C:16](=[O:17])[C:15]3[CH:14]4[C:18]([CH3:20])([CH3:19])[C:11]([CH3:21])([CH2:12][CH2:13]4)[C:10]=3[N:9]2[CH3:22])[CH:5]=[CH:6][CH:7]=1.[Cl:23][C:24]1[CH:29]=[CH:28][CH:27]=[CH:26][C:25]=1B(O)O.C(=O)([O-])[O-].[K+].[K+]>C(COC)OC.ClCCl.C1C=CC(P(C2C=CC=CC=2)[C-]2C=CC=C2)=CC=1.C1C=CC(P(C2C=CC=CC=2)[C-]2C=CC=C2)=CC=1.Cl[Pd]Cl.[Fe+2]>[Cl:23][C:24]1[CH:29]=[CH:28][CH:27]=[CH:26][C:25]=1[C:2]1[CH:7]=[CH:6][CH:5]=[C:4]([N:8]2[C:16](=[O:17])[C:15]3[C@@H:14]4[C:18]([CH3:20])([CH3:19])[C@@:11]([CH3:21])([CH2:12][CH2:13]4)[C:10]=3[N:9]2[CH3:22])[CH:3]=1 |f:2.3.4,7.8.9.10|. Reported procedure: A mixture of 2-(3-iodo-phenyl)-1,7,8,8-tetramethyl-1,2,4,5,6,7-hexahydro-4,7-methano-indazol-3-one (Example 23; 80 mg, 0.2 mmol), 2-chloro-phenyl-boronic acid (46 mg, 0.29 mmol), potassium carbonate (66 mg, 0.47 mmol) and [1,1′-bis(diphenylphosphino)ferrocene]dichloropalladium(II) (10 mg, 0.014 mmol) in dimethoxyethane (4 mL) was sealed under argon and heated at 80 degrees overnight and then at 90 degrees over the weekend. The reaction mixture was diluted with dichloromethane, filtered through a... Starting materials: Cl.ClC1=CC=C(CN(N)C2=C(C=CC=C2)C(C)C)C=C1 (1-(4-chlorobenzyl)-1-(2-isopropylphenyl)hydrazine hydrochloride), CCOC(=O)CC1CCCCC1=O (ethyl 2-cyclohexanone acetate). Yields the product ClC1=CC=C(CN2C3=C(C=CC=C3C=3CCCC(C23)CC(=O)O)C(C)C)C=C1 (9-p-Chlorobenzyl-8-isopropyl-1,2,3,4-tetrahydrocarbazol-1-yl-acetic acid). RXN SMILES: Cl.[Cl:2][C:3]1[CH:20]=[CH:19][C:6]([CH2:7][N:8]([C:10]2[CH:15]=[CH:14][CH:13]=[CH:12][C:11]=2[CH:16]([CH3:18])[CH3:17])N)=[CH:5][CH:4]=1.CC[O:23][C:24]([CH2:26][CH:27]1[C:32](=O)[CH2:31][CH2:30][CH2:29][CH2:28]1)=[O:25]>>[Cl:2][C:3]1[CH:20]=[CH:19][C:6]([CH2:7][N:8]2[C:28]3[CH:27]([CH2:26][C:24]([OH:25])=[O:23])[CH2:32][CH2:31][CH2:30][C:29]=3[C:15]3[C:10]2=[C:11]([CH:16]([CH3:18])[CH3:17])[CH:12]=[CH:13][CH:14]=3)=[CH:5][CH:4]=1 |f:0.1|. Procedure: Following the procedure of Example 1, but using 1-(4-chlorobenzyl)-1-(2-isopropylphenyl)hydrazine hydrochloride and ethyl 2-cyclohexanone acetate as starting materials, the title compound was prepared. Starting materials: C(C)(C)(C)OC(=O)N(C=1C(=NC(=CN1)Br)C1=NN=C(O1)C1=CC=C(C=C1)CN(C(OC(C)(C)C)=O)C)C(=O)OC(C)(C)C (tert-butyl N [[4-[5-[3-[bis(tert-butoxycarbonyl)amino]-6-bromo-pyrazin-2-yl]-1,3,4-oxadiazol-2-yl]phenyl]methyl]-N-methyl-carbamate), C(C)(C)(C)P(C1=CC=C(N(C)C)C=C1)C(C)(C)C (4-ditert-butylphosphanyl-N,N-dimethyl-aniline), C(=O)(C(F)(F)F)O (TFA), C(=O)([O-])[O-].[K+].[K+] (K2CO3). The reagents and catalysts are Cl[Pd]Cl (dichloropalladium). Run in C(Cl)Cl (DCM), O (water), C(Cl)Cl (DCM), C1(=CC=CC=C1)C (toluene), O (water). The product is CNCC1=CC=C(C=C1)C1=NN=C(O1)C=1C(=NC=C(N1)C1=CCC(CC1)C)N (3-(5-(4-((methylamino)methyl)phenyl)-1,3,4-oxadiazol-2-yl)-5-(4-methylcyclohex-1-enyl)pyrazin-2-amine). Reaction SMILES: C(OC([N:8](C(OC(C)(C)C)=O)[C:9]1[C:10]([C:16]2[O:20][C:19]([C:21]3[CH:26]=[CH:25][C:24]([CH2:27][N:28](C)[C:29](=O)OC(C)(C)C)=[CH:23][CH:22]=3)=[N:18][N:17]=2)=[N:11][C:12](Br)=[CH:13][N:14]=1)=O)(C)(C)C.C(P(C(C)(C)C)[C:49]1[CH:57]=[CH:56][C:52](N(C)C)=[CH:51][CH:50]=1)(C)(C)C.[C:62]([O-])([O-])=O.[K+].[K+].C(O)(C(F)(F)F)=O>C1(C)C=CC=CC=1.O.C(Cl)Cl.Cl[Pd]Cl>[CH3:29][NH:28][CH2:27][C:24]1[CH:23]=[CH:22][C:21]([C:19]2[O:20][C:16]([C:10]3[C:9]([NH2:8])=[N:14][CH:13]=[C:12]([C:49]4[CH2:50][CH2:51][CH:52]([CH3:62])[CH2:56][CH:57]=4)[N:11]=3)=[N:17][N:18]=2)=[CH:26][CH:25]=1 |f:2.3.4|. Procedure details: A suspension of tert-butyl N [[4-[5-[3-[bis(tert-butoxycarbonyl)amino]-6-bromo-pyrazin-2-yl]-1,3,4-oxadiazol-2-yl]phenyl]methyl]-N-methyl-carbamate (70 mg, 0.11 mmol), 4-ditert-butylphosphanyl-N,N-dimethyl-aniline; dichloropalladium (0.75 mg, 0.001 mmol) and K2CO3 (29 mg, 0.2 mmol) in toluene (630 μL) and water (70 μL) was heated to 80° C. for 18 h. The reaction mixture was cooled to room temperature and diluted with DCM (30 ml) and water (30 ml). The layers were separated and the organic layer ... The reactants are Cl (hydrochloric acid), C1(=CC=CC=C1)C(C1=CC=CC=C1)=NN1C(CCC1C)=O (1-[(diphenylmethylene)amino]-5-methylpyrrolidin-2-one), C(C)(=O)OCC (Ethyl acetate). Run in O1CCCC1 (tetrahydrofuran). Run at time 1 hour. Yields the product [Cl-].CC1N(C(CC1)=O)[NH3+] (2-Methyl-5-oxopyrrolidin-1-aminium chloride). As a reaction SMILES: [ClH:1].C1(C(=[N:15][N:16]2[CH:20]([CH3:21])[CH2:19][CH2:18][C:17]2=[O:22])C2C=CC=CC=2)C=CC=CC=1.C(OCC)(=O)C>O1CCCC1>[Cl-:1].[CH3:21][CH:20]1[CH2:19][CH2:18][C:17](=[O:22])[N:16]1[NH3+:15] |f:4.5|. Reported procedure: At room temperature 50 ml of 37% strength hydrochloric acid are added to a solution of 17.8 g (63.9 mmol) of 1-[(diphenylmethylene)amino]-5-methylpyrrolidin-2-one in 100 ml of tetrahydrofuran, and the mixture is stirred for 1 h. Ethyl acetate is then added to the reaction mixture, and the organic phase is separated off. Repeatedly, ethanol/toluene (1:1) is added to the hydrochloric acid phase and the mixture is concentrated under reduced pressure. The crude product obtained is reacted further wi...